From a dataset of the Open Reaction Database (ORD), a public repository of structured organic reaction records. describe an organic reaction: reactants, conditions, products, and yield Starting materials: C(O)([O-])=O.[Na+] (Sodium hydrogencarbonate), C(C=CC1=CC=CC=C1)(=O)N (cinnamamide), FC(C(=O)OC(C(F)(F)F)=O)(F)F (Trifluoroacetic anhydride), BrCC(C(=O)OCC)=O (ethyl bromopyruvate), C(O)([O-])=O.[Na+] (sodium hydrogencarbonate). Run in O1CCCC1 (tetrahydrofuran), O1CCCC1 (tetrahydrofuran), C(C)(=O)OCC (ethyl acetate). Run at time 63 hour. Product: C(C)OC(=O)C=1N=C(OC1)\C=C\C1=CC=CC=C1 (4-Ethoxycarbonyl-2-(trans-styryl)oxazole). RXN SMILES: C(=O)([O-])O.[Na+].Br[CH2:7][C:8](=O)[C:9]([O:11][CH2:12][CH3:13])=[O:10].[C:15]([NH2:25])(=[O:24])[CH:16]=[CH:17][C:18]1[CH:23]=[CH:22][CH:21]=[CH:20][CH:19]=1.FC(F)(F)C(OC(=O)C(F)(F)F)=O>O1CCCC1.C(OCC)(=O)C>[CH2:12]([O:11][C:9]([C:8]1[N:25]=[C:15](/[CH:16]=[CH:17]/[C:18]2[CH:23]=[CH:22][CH:21]=[CH:20][CH:19]=2)[O:24][CH:7]=1)=[O:10])[CH3:13] |f:0.1|. Procedure details: Synthesis was conducted in accordance with the report (J. Org. Chem., 1996, Vol. 61, p. 6496) by Panek et al. Sodium hydrogencarbonate (22.8 g) and ethyl bromopyruvate (10.5 ml) were added to a solution of cinnamamide (10.0 g) in tetrahydrofuran (250 ml) at room temperature, and the mixture was heated under reflux for 48 hours. The reaction mixture was allowed to cool to room temperature, filtered through Celite and then concentrated under reduced pressure to obtain residue. Trifluoroacetic anhy... Starting materials: CC(C)(C)OC(=O)N1CCC(n2ncc3c(Nc4ccc(S(C)(=O)=O)cc4)ncnc32)CC1, CC(C)OC(=O)Cl, O=C(O)C(F)(F)F. Yields the product CC(C)OC(=O)N1CCC(n2ncc3c(Nc4ccc(S(C)(=O)=O)cc4)ncnc32)CC1. RXN SMILES: [C:1]([CH3:2])([CH3:3])([CH3:4])[O:5][C:6](=[O:7])[N:8]1[CH2:9][CH2:10][CH:11]([n:14]2[n:15][cH:16][c:17]3[c:18]2[n:19][cH:20][n:21][c:22]3[NH:23][c:24]2[cH:25][cH:26][c:27]([S:30](=[O:31])(=[O:32])[CH3:33])[cH:28][cH:29]2)[CH2:12][CH2:13]1.[Cl:41][C:42]([O:43][CH:44]([CH3:45])[CH3:46])=[O:47].[OH:34][C:35]([C:36]([F:37])([F:38])[F:39])=[O:40]>>[CH:1]([CH3:2])([CH3:3])[O:5][C:6](=[O:7])[N:8]1[CH2:9][CH2:10][CH:11]([n:14]2[n:15][cH:16][c:17]3[c:18]2[n:19][cH:20][n:21][c:22]3[NH:23][c:24]2[cH:25][cH:26][c:27]([S:30](=[O:31])(=[O:32])[CH3:33])[cH:28][cH:29]2)[CH2:12][CH2:13]1. Starting materials: ClC1=CC=C2C(=C(NC2=C1)C(C1=CC(=CC=C1)Cl)=O)CC(=O)O ([6-Chloro-2-(3-chlorobenzoyl)-1H-indol-3-yl]acetic Acid), BrC1=CC=C(C=C1)I (4-bromoiodobenzene). Product: BrC1=CC=C(C(=O)C=2NC3=CC(=CC=C3C2CC(=O)O)Cl)C=C1 ([2-(4-Bromobenzoyl)-6-chloro-1H-indol-3-yl]acetic Acid). As a reaction SMILES: [Cl:1][C:2]1[CH:10]=[C:9]2[C:5]([C:6]([CH2:20][C:21]([OH:23])=[O:22])=[C:7]([C:11](=[O:19])[C:12]3[CH:17]=[CH:16][CH:15]=[C:14](Cl)[CH:13]=3)[NH:8]2)=[CH:4][CH:3]=1.[Br:24]C1C=CC(I)=CC=1>>[Br:24][C:15]1[CH:16]=[CH:17][C:12]([C:11]([C:7]2[NH:8][C:9]3[C:5]([C:6]=2[CH2:20][C:21]([OH:23])=[O:22])=[CH:4][CH:3]=[C:2]([Cl:1])[CH:10]=3)=[O:19])=[CH:13][CH:14]=1. Reported procedure: The title compound was prepared according to the procedure described in step 2 of Example 7 from 6-chloro-2-[(N-methoxy-N-methylamino)carbonyl]indole (Example 7, step 1) and 4-bromoiodobenzene. The reactants are FC=1C=C(C=CC1C(F)(F)F)NC([O-])=O (3-fluoro-4-(trifluoromethyl)phenylcarbamate), Example 231A, C(C)(C)N(CC)C(C)C (diisopropylethyl amine), Example 150, COC=1C=C2C(=NC=NC2=CC1OCCOC)SC=1C=C(N)C=CC1 (3-(6-methoxy-7-(2-methoxyethoxy)quinazolin-4-ylthio)aniline). Reagents/catalysts: CN(C)C=1C=CN=CC1 (DMAP). Yields the product FC=1C=C(C=CC1C(F)(F)F)NC(=O)NC1=CC(=CC=C1)SC1=NC=NC2=CC(=C(C=C12)OC)OCCOC (1-(3-fluoro-4-(trifluoromethyl)phenyl)-3-(3-(6-methoxy-7-(2-methoxyethoxy)quinazolin-4-ylthio)phenyl)urea). Reaction SMILES: [F:1][C:2]1[CH:3]=[C:4]([NH:12][C:13](=[O:15])[O-])[CH:5]=[CH:6][C:7]=1[C:8]([F:11])([F:10])[F:9].[CH3:16][O:17][C:18]1[CH:19]=[C:20]2[C:25](=[CH:26][C:27]=1[O:28][CH2:29][CH2:30][O:31][CH3:32])[N:24]=[CH:23][N:22]=[C:21]2[S:33][C:34]1[CH:35]=[C:36]([CH:38]=[CH:39][CH:40]=1)[NH2:37].C(N(C(C)C)CC)(C)C>CN(C1C=CN=CC=1)C>[F:1][C:2]1[CH:3]=[C:4]([NH:12][C:13]([NH:37][C:36]2[CH:38]=[CH:39][CH:40]=[C:34]([S:33][C:21]3[C:20]4[C:25](=[CH:26][C:27]([O:28][CH2:29][CH2:30][O:31][CH3:32])=[C:18]([O:17][CH3:16])[CH:19]=4)[N:24]=[CH:23][N:22]=3)[CH:35]=2)=[O:15])[CH:5]=[CH:6][C:7]=1[C:8]([F:9])([F:10])[F:11]. Procedure details: The procedure for Example 138B was used to react 3-fluoro-4-(trifluoromethyl)phenylcarbamate as described in Example 150 (138 mg, 0.46 mmol) with 3-(6-methoxy-7-(2-methoxyethoxy)quinazolin-4-ylthio)aniline described in Example 231A (110 mg, 0.31 mmol). To this solution was added diisopropylethyl amine (80 μL, 0.46 mmol) and DMAP (4.0 mg, 0.03 mmol). The reaction was concentrated to dryness and triturated with dichloromethane to give 122 mg. 1H (DMSO-d6) 9.43 (s, 1H), 9.15 (s, 1H), 8.70 (s, 1H), ... Reactants: Br, CC(=O)O, COc1ccc(OC)c(O)c1, [NH4+], O, N#C[S-]. Yields the product COc1cc(SC#N)c(OC)cc1O. Reaction SMILES: [Br:1].[CH3:18][C:19](=[O:20])[OH:21].[CH3:6][O:7][c:8]1[c:9]([OH:16])[cH:10][c:11]([O:14][CH3:15])[cH:12][cH:13]1.[NH4+:5].[OH2:17].[S-:2][C:3]#[N:4]>>[S:2]([C:3]#[N:4])[c:12]1[c:11]([O:14][CH3:15])[cH:10][c:9]([OH:16])[c:8]([O:7][CH3:6])[cH:13]1. Starting materials: C(C)(C)(C)[Si](C)(C)OCCC1=C(C=CC=C1)F (tert-butyl(2-fluorophenethoxy)dimethylsilane), Intermediate 5, CC1(NC(CCC1)(C)C)C (2,2,6,6-tetramethylpiperidine), C(CCC)[Li] (butyllithium), CN(C)C=O (DMF). Solvent: C1CCOC1 (THF), C1CCOC1 (THF), C1CCOC1 (THF). Conditions: time 15 minute. Yields the product [Si](C)(C)(C(C)(C)C)OCCC=1C(=C(C=O)C=CC1)F (3-(2-(tert-Butyldimethylsilyloxy)ethyl)-2-fluorobenzaldehyde). Reaction SMILES: CC1(C)CCCC(C)(C)N1.C([Li])CCC.[C:16]([Si:20]([O:23][CH2:24][CH2:25][C:26]1[CH:31]=[CH:30][CH:29]=[CH:28][C:27]=1[F:32])([CH3:22])[CH3:21])([CH3:19])([CH3:18])[CH3:17].CN([CH:36]=[O:37])C>C1COCC1>[Si:20]([O:23][CH2:24][CH2:25][C:26]1[C:27]([F:32])=[C:28]([CH:29]=[CH:30][CH:31]=1)[CH:36]=[O:37])([C:16]([CH3:19])([CH3:17])[CH3:18])([CH3:21])[CH3:22]. Procedure details: A solution of 2,2,6,6-tetramethylpiperidine (11.0 g) in anhydrous THF (200 mL) was cooled to −78° and treated with butyllithium (37.5 mL), added steadily over 5 minutes via a syringe. The solution was stirred at −78° for 15 minutes and then treated with a solution of tert-butyl(2-fluorophenethoxy)dimethylsilane [Aromatic Intermediate 5, step a] (9.9 g) in THF (25 mL), added dropwise over 15 minutes. The solution that was stirred at −78° for 2 hours, then treated with a solution of DMF (9.0 mL) i...